The task is: describe an organic reaction: reactants, conditions, products, and yield. This data is from the Open Reaction Database (ORD), a public repository of structured organic reaction records. Reactants: Intermediate I, FC1=C(N)C=C(C=C1)F (2,5-difluoroaniline), BrC=1C=CC=2N(C1)C=C(N2)C(=O)OCC (ethyl 6-bromoimidazo[1,2-a]pyridine-2-carboxylate). Product: BrC=1C=CC=2N(C1)C=C(N2)C(=O)NC2=C(C=CC(=C2)F)F (6-Bromo-N-(2,5-difluorophenyl)imidazo[1,2-a]pyridine-2-carboxamide). Reaction SMILES: [F:1][C:2]1[CH:8]=[CH:7][C:6]([F:9])=[CH:5][C:3]=1[NH2:4].[Br:10][C:11]1[CH:12]=[CH:13][C:14]2[N:15]([CH:17]=[C:18]([C:20](OCC)=[O:21])[N:19]=2)[CH:16]=1>>[Br:10][C:11]1[CH:12]=[CH:13][C:14]2[N:15]([CH:17]=[C:18]([C:20]([NH:4][C:3]3[CH:5]=[C:6]([F:9])[CH:7]=[CH:8][C:2]=3[F:1])=[O:21])[N:19]=2)[CH:16]=1. Procedure: The title compound was prepared by using procedures analogous to those described for the synthesis of Intermediate I, using 2,5-difluoroaniline and ethyl 6-bromoimidazo[1,2-a]pyridine-2-carboxylate as starting materials. Starting materials: FC(C1=CC(=NC=2N1N=CC2C(=O)O)C2=CC=C(C=C2)C(F)(F)F)(F)F (7-trifluoromethyl-5-(4-trifluoromethyl-phenyl)-pyrazolo[1,5-a]pyrimidine-3-carboxylic acid), ONC(C1=CN=CC=C1)=N (N-hydroxy-nicotinamidine). Product: N1=CC(=CC=C1)C1=NOC(=N1)C=1C=NN2C1N=C(C=C2C(F)(F)F)C2=CC=C(C=C2)C(F)(F)F (3-(3-Pyridin-3-yl-[1,2,4]oxadiazol-5-yl)-7-trifluoromethyl-5-(4-trifluoromethyl-phenyl)-pyrazolo[1,5-a]pyrimidine). As a reaction SMILES: [F:1][C:2]([F:26])([F:25])[C:3]1[N:8]2[N:9]=[CH:10][C:11]([C:12](O)=O)=[C:7]2[N:6]=[C:5]([C:15]2[CH:20]=[CH:19][C:18]([C:21]([F:24])([F:23])[F:22])=[CH:17][CH:16]=2)[CH:4]=1.[OH:27][NH:28][C:29](=[NH:36])[C:30]1[CH:35]=[CH:34][CH:33]=[N:32][CH:31]=1>>[N:32]1[CH:33]=[CH:34][CH:35]=[C:30]([C:29]2[N:36]=[C:12]([C:11]3[CH:10]=[N:9][N:8]4[C:3]([C:2]([F:26])([F:25])[F:1])=[CH:4][C:5]([C:15]5[CH:20]=[CH:19][C:18]([C:21]([F:24])([F:22])[F:23])=[CH:17][CH:16]=5)=[N:6][C:7]=34)[O:27][N:28]=2)[CH:31]=1. Reported procedure: The title compound was prepared from 7-trifluoromethyl-5-(4-trifluoromethyl-phenyl)-pyrazolo[1,5-a]pyrimidine-3-carboxylic acid (example C.2) (188 mg, 0.5 mmol) and commercially available N-hydroxy-nicotinamidine [CAS-No. 1594-58-7] (103 mg, 0.75 mmol) according to general procedure II. Obtained after purification by column chromatography (dichloromethane/MeOH/NH4OH) and crystallization (dichloromethane/MeOH/hexane) as a yellow solid (126 mg, 53%). MS (EI) 476.1 [(M+H)+]; mp 199° C. As a reaction SMILES: [CH3:19][c:20]1[cH:21][c:22]([CH2:23][c:24]2[cH:25][c:26]([NH2:29])[nH:27][n:28]2)[cH:30][cH:31][cH:32]1.[NH2:1][c:2]1[cH:3][cH:4][nH:5][n:6]1.[O:33]1[CH2:34][CH2:35][CH2:36][CH2:37]1.[OH:7][CH:8]=[C:9]1[C:10](=[O:18])[NH:11][c:12]2[cH:13][cH:14][cH:15][cH:16][c:17]21>>[CH:8](=[C:9]1[C:10](=[O:18])[NH:11][c:12]2[cH:13][cH:14][cH:15][cH:16][c:17]21)[NH:29][c:26]1[cH:25][c:24]([CH2:23][c:22]2[cH:21][c:20]([CH3:19])[cH:32][cH:31][cH:30]2)[n:28][nH:27]1. Product: Cc1cccc(Cc2cc(NC=C3C(=O)Nc4ccccc43)[nH]n2)c1. Reactants: Cc1cccc(Cc2cc(N)[nH]n2)c1, Nc1cc[nH]n1, C1CCOC1, O=C1Nc2ccccc2C1=CO. Reactants: C[S-], CO, CC#N, COC(=O)C(Cl)Cc1ccc(CCOc2ccc(OS(C)(=O)=O)cc2)cc1, [O-]C(=S)CCCc1ccc(F)cc1, [Na+]. Yields the product COC(=O)C(Cc1ccc(CCOc2ccc(OS(C)(=O)=O)cc2)cc1)SCCc1ccc(F)cc1. Reaction SMILES: [CH3:14][S-:15].[CH3:44][OH:45].[CH3:46][C:47]#[N:48].[Cl:17][CH:18]([C:19](=[O:20])[O:21][CH3:22])[CH2:23][c:24]1[cH:25][cH:26][c:27]([CH2:30][CH2:31][O:32][c:33]2[cH:34][cH:35][c:36]([O:39][S:40](=[O:41])(=[O:42])[CH3:43])[cH:37][cH:38]2)[cH:28][cH:29]1.[F:1][c:2]1[cH:3][cH:4][c:5]([CH2:8][CH2:9][CH2:10][C:11](=[S:12])[O-:13])[cH:6][cH:7]1.[Na+:16]>>[F:1][c:2]1[cH:3][cH:4][c:5]([CH2:8][CH2:9][S:15][CH:18]([C:19](=[O:20])[O:21][CH3:22])[CH2:23][c:24]2[cH:25][cH:26][c:27]([CH2:30][CH2:31][O:32][c:33]3[cH:34][cH:35][c:36]([O:39][S:40](=[O:41])(=[O:42])[CH3:43])[cH:37][cH:38]3)[cH:28][cH:29]2)[cH:6][cH:7]1. Starting materials: FC(CN1CCNCC1)(F)F (1-(2,2,2-trifluoro-ethyl)-piperazine), C(#N)C1(CC1)NC(=O)[C@@H]1[C@H](C[C@H](C1)S(=O)(=O)C1=C(C=C(C=C1)Br)C(F)(F)F)OC1CCCC1 ((1S,2S,4S)-4-(4-Bromo-2-trifluoromethyl-benzenesulfonyl)-2-cyclopentyloxy-cyclopentanecarboxylic acid (1-cyano-cyclopropyl)-amide), C(#N)C1(CC1)NC(=O)[C@@H]1[C@H](C[C@H](C1)S(=O)(=O)C1=C(C=C(C=C1)Br)C(F)(F)F)OC ((1S,2S,4S)-4-(4-bromo-2-trifluoromethyl-benzenesulfonyl)-2-methoxy-cyclopentanecarboxylic acid (1-cyano-cyclopropyl)-amide). Yields the product C(#N)C1(CC1)NC(=O)[C@@H]1[C@H](C[C@H](C1)S(=O)(=O)C1=C(C=C(C=C1)N1CCN(CC1)CC(F)(F)F)C(F)(F)F)OC1CCCC1 ((1S,2S,4S)-2-Cyclopentyloxy-4-{4-[4-(2,2,2-trifluoro-ethyl)-piperazin-1-yl]-2-trifluoromethyl-benzenesulfonyl}-cyclopentanecarboxylic acid (1-cyano-cyclopropyl)-amide). RXN SMILES: [F:1][C:2]([F:11])([F:10])[CH2:3][N:4]1[CH2:9][CH2:8][NH:7][CH2:6][CH2:5]1.[C:12]([C:14]1([NH:17][C:18]([C@H:20]2[CH2:24][C@H:23]([S:25]([C:28]3[CH:33]=[CH:32][C:31](Br)=[CH:30][C:29]=3[C:35]([F:38])([F:37])[F:36])(=[O:27])=[O:26])[CH2:22][C@@H:21]2[O:39][CH:40]2[CH2:44][CH2:43][CH2:42][CH2:41]2)=[O:19])[CH2:16][CH2:15]1)#[N:13].C(C1(NC([C@H]2C[C@H](S(C3C=CC(Br)=CC=3C(F)(F)F)(=O)=O)C[C@@H]2OC)=O)CC1)#N>>[C:12]([C:14]1([NH:17][C:18]([C@H:20]2[CH2:24][C@H:23]([S:25]([C:28]3[CH:33]=[CH:32][C:31]([N:7]4[CH2:6][CH2:5][N:4]([CH2:3][C:2]([F:1])([F:10])[F:11])[CH2:9][CH2:8]4)=[CH:30][C:29]=3[C:35]([F:37])([F:36])[F:38])(=[O:27])=[O:26])[CH2:22][C@@H:21]2[O:39][CH:40]2[CH2:44][CH2:43][CH2:42][CH2:41]2)=[O:19])[CH2:15][CH2:16]1)#[N:13]. Procedure details: The title compound was prepared in analogy to example 176 using 1-(2,2,2-trifluoro-ethyl)-piperazine instead of morpholine and (1R,2R,4R) and (1S,2S,4S)-4-(4-bromo-2-trifluoromethyl-benzenesulfonyl)-2-cyclopentyloxy-cyclopentanecarboxylic acid (1-cyano-cyclopropyl)-amide (example 195) instead of (1R,2R,4R) and (1S,2S,4S)-4-(4-bromo-2-trifluoromethyl-benzenesulfonyl)-2-methoxy-cyclopentanecarboxylic acid (1-cyano-cyclopropyl)-amide. White solid. MS (EI): 635.2 (M−H)−.